This data is from the Open Reaction Database (ORD), a public repository of structured organic reaction records. The task is: describe an organic reaction: reactants, conditions, products, and yield As a reaction SMILES: [CH3:1][O:2][C:3]1[CH:4]=[C:5]([CH:42]=[C:43]([O:50][CH3:51])[C:44]=1[O:45]S(C)(=O)=O)[C:6]([N:8]1[CH2:12][CH2:11][C:10]([CH2:19][CH2:20][N:21]2[CH2:26][CH2:25][CH:24]([NH:27][C:28]3[N:32]([CH2:33][CH2:34][O:35][CH2:36][CH3:37])[C:31]4[CH:38]=[CH:39][CH:40]=[CH:41][C:30]=4[N:29]=3)[CH2:23][CH2:22]2)([C:13]2[CH:18]=[CH:17][CH:16]=[CH:15][CH:14]=2)[CH2:9]1)=[O:7].C(=O)([O-])[O-].[K+].[K+].[OH-].[Na+]>CO>[CH3:51][O:50][C:43]1[CH:42]=[C:5]([CH:4]=[C:3]([O:2][CH3:1])[C:44]=1[OH:45])[C:6]([N:8]1[CH2:12][CH2:11][C:10]([CH2:19][CH2:20][N:21]2[CH2:26][CH2:25][CH:24]([NH:27][C:28]3[N:32]([CH2:33][CH2:34][O:35][CH2:36][CH3:37])[C:31]4[CH:38]=[CH:39][CH:40]=[CH:41][C:30]=4[N:29]=3)[CH2:23][CH2:22]2)([C:13]2[CH:18]=[CH:17][CH:16]=[CH:15][CH:14]=2)[CH2:9]1)=[O:7] |f:1.2.3,4.5|. Conditions: time 18 hour. Procedure details: Combine 1-(3,5-dimethoxy-4-methanesulfonyloxybenzoyl)-3-(2-(4-(1-(2-ethoxyethyl)-1H-benzimidazol-2-yl-amino)piperidin-1-yl)ethyl)-3-phenylpyrrolidine (0.5 mmol) and methanol (4 mL). Add potassium carbonate (0.5 g). After 18 hours, add a 1 M aqueous sodium hydroxide solution (1 mL) and extract with dichloromethane. Dry the organic layer over Na2SO4, filter, and concentrate in vacuo to give the title compound. Starting materials: COC=1C=C(C(=O)N2CC(CC2)(C2=CC=CC=C2)CCN2CCC(CC2)NC2=NC3=C(N2CCOCC)C=CC=C3)C=C(C1OS(=O)(=O)C)OC (1-(3,5-dimethoxy-4-methanesulfonyloxybenzoyl)-3-(2-(4-(1-(2-ethoxyethyl)-1H-benzimidazol-2-yl-amino)piperidin-1-yl)ethyl)-3-phenylpyrrolidine), C([O-])([O-])=O.[K+].[K+] (potassium carbonate), [OH-].[Na+] (sodium hydroxide). The product is COC=1C=C(C(=O)N2CC(CC2)(C2=CC=CC=C2)CCN2CCC(CC2)NC2=NC3=C(N2CCOCC)C=CC=C3)C=C(C1O)OC (1-(3,5-dimethoxy-4-hydroxybenzoyl)-3-(2-(4-(1-(2-ethoxyethyl)-1H-benzimidazol-2-yl-amino)piperidin-1-yl )ethyl)-3-phenylpyrrolidine). Run in CO (methanol). Starting materials: C(C1=CC=CC=C1)NC=1SC(=CN1)CNC1=NNC(=C1)C1=CC=C(C=C1)F (N-Benzyl-5-((5-(4-fluorophenyl)-1H-pyrazol-3-ylamino)methyl)thiazol-2-amine), Cl (HCl), CCOC(=O)C (AcOEt). Yields the product Cl.Cl.C(C1=CC=CC=C1)NC=1SC(=CN1)CNC1=NNC(=C1)C1=CC=C(C=C1)F (N-benzyl-5-((5-(4-fluorophenyl)-1H-pyrazol-3-ylamino)methyl)thiazol-2-amine dihydrochloride). Isolated yield 25.0%. RXN SMILES: [CH2:1]([NH:8][C:9]1[S:10][C:11]([CH2:14][NH:15][C:16]2[CH:20]=[C:19]([C:21]3[CH:26]=[CH:25][C:24]([F:27])=[CH:23][CH:22]=3)[NH:18][N:17]=2)=[CH:12][N:13]=1)[C:2]1[CH:7]=[CH:6][CH:5]=[CH:4][CH:3]=1.CCOC(C)=O.[ClH:34]>>[ClH:34].[ClH:34].[CH2:1]([NH:8][C:9]1[S:10][C:11]([CH2:14][NH:15][C:16]2[CH:20]=[C:19]([C:21]3[CH:22]=[CH:23][C:24]([F:27])=[CH:25][CH:26]=3)[NH:18][N:17]=2)=[CH:12][N:13]=1)[C:2]1[CH:7]=[CH:6][CH:5]=[CH:4][CH:3]=1 |f:3.4.5|. Reported procedure: N-Benzyl-5-((5-(4-fluorophenyl)-1H-pyrazol-3-ylamino)methyl)thiazol-2-amine (59 mg, 0.13 mmol) was dissolved in methanolic HCl (3 N, 1 mL) and AcOEt was added. The precipitated solid was filtered by decantation and dried in vacuo, yielding N-benzyl-5-((5-(4-fluorophenyl)-1H-pyrazol-3-ylamino)methyl)thiazol-2-amine dihydrochloride as a yellow solid (14 mg, 25%). Product: IC1=C(C=CC2=C1CCO2)C2=CC=CC=C2 (2,3-Dihydro-4-iodo-5-phenylbenzofuran). Isolated yield 56.9%. RXN SMILES: [C:1]1([C:7]2[C:15](N)=[C:11]3[CH2:12][CH2:13][O:14][C:10]3=[CH:9][CH:8]=2)[CH:6]=[CH:5][CH:4]=[CH:3][CH:2]=1.Cl.N([O-])=O.[Na+].[I-:22].[K+]>O.[Cl-].[Na+].O.CCOCC>[I:22][C:15]1[C:11]2[CH2:12][CH2:13][O:14][C:10]=2[CH:9]=[CH:8][C:7]=1[C:1]1[CH:6]=[CH:5][CH:4]=[CH:3][CH:2]=1 |f:2.3,4.5,7.8.9|. Starting materials: C1(=CC=CC=C1)C1=CC=C2C(CCO2)=C1N (2,3-dihydro-5-phenyl-4-benzofuranamine), ice, Cl (hydrochloric acid), N(=O)[O-].[Na+] (sodium nitrite), [I-].[K+] (potassium iodide). Run at time 15 minute. Procedure: A mechanically stirred solution of 2,3-dihydro-5-phenyl-4-benzofuranamine (1.88 g, 8.90 mmol), ice (~5 g), and concentrated hydrochloric acid (3.9 mL) at 5° C. was treated slowly with a solution of sodium nitrite (0.675 g, 9.78 mmol) in H2O (4 mL). The resulting suspension was stirred 15 min and filtered through a plug of glass wool into a solution of potassium iodide (5.00 g, 30.1 mmol) in H2O. The suspension was allowed to stand for 12 h, treated with Et2O (200 mL) and brine (200 mL), the laye... Solvent: O (H2O), [Cl-].[Na+].O (brine), CCOCC (Et2O), O (H2O). Reactants: CCOC(=O)CCCCCOCCOCCOCCOCCOCCOCCS(C)(=O)=O, COCCOCCO, Cc1ccccc1, [H-], [Na+]. The product is CCOC(=O)CCCCCOCCOCCOCCOCCOCCOCCOCCOC. RXN SMILES: [CH2:11]([CH3:12])[O:13][C:14]([CH2:15][CH2:16][CH2:17][CH2:18][CH2:19][O:20][CH2:21][CH2:22][O:23][CH2:24][CH2:25][O:26][CH2:27][CH2:28][O:29][CH2:30][CH2:31][O:32][CH2:33][CH2:34][O:35][CH2:36][CH2:37][S:38]([CH3:39])(=[O:40])=[O:41])=[O:42].[CH3:3][O:4][CH2:5][CH2:6][O:7][CH2:8][CH2:9][OH:10].[CH3:43][c:44]1[cH:45][cH:46][cH:47][cH:48][cH:49]1.[H-:2].[Na+:1]>>[CH3:3][O:4][CH2:5][CH2:6][O:7][CH2:37][CH2:36][O:35][CH2:34][CH2:33][O:32][CH2:31][CH2:30][O:29][CH2:28][CH2:27][O:26][CH2:25][CH2:24][O:23][CH2:22][CH2:21][O:20][CH2:19][CH2:18][CH2:17][CH2:16][CH2:15][C:14]([O:13][CH2:11][CH3:12])=[O:42]. Yields the product CC(CN1C=NC=2C(=NC=3C=CC(=CC3C21)C=CCCC2=CC=CC=C2)N)C (1-(2-methylpropyl)-8-(4-phenylbut-1-enyl)-1H-imidazo[4,5-c]quinolin-4-amine). The yield is 51.7%. Procedure: 8-Bromo-1-(2-methylpropyl)-1H-imidazo[4,5-c]quinolin-4-amine (3.0 g, 9.4 mmol) was treated with 4-phenyl butene (4.2 mL, 28.2 mmol) according to the method described in Part B of Example 425. The reaction was heated overnight. Following chromatographic purification (eluting with 95:5 chloroform:methanol), 1.8 g of 1-(2-methylpropyl)-8-(4-phenylbut-1-enyl)-1H-imidazo[4,5-c]quinolin-4-amine were obtained as an off-white solid. As a reaction SMILES: Br[C:2]1[CH:11]=[CH:10][C:9]2[N:8]=[C:7]([NH2:12])[C:6]3[N:13]=[CH:14][N:15]([CH2:16][CH:17]([CH3:19])[CH3:18])[C:5]=3[C:4]=2[CH:3]=1.[C:20]1([CH2:26][CH2:27][CH:28]=[CH2:29])[CH:25]=[CH:24][CH:23]=[CH:22][CH:21]=1>>[CH3:18][CH:17]([CH3:19])[CH2:16][N:15]1[C:5]2[C:4]3[CH:3]=[C:2]([CH:29]=[CH:28][CH2:27][CH2:26][C:20]4[CH:25]=[CH:24][CH:23]=[CH:22][CH:21]=4)[CH:11]=[CH:10][C:9]=3[N:8]=[C:7]([NH2:12])[C:6]=2[N:13]=[CH:14]1. The reactants are BrC1=CC=2C3=C(C(=NC2C=C1)N)N=CN3CC(C)C (8-Bromo-1-(2-methylpropyl)-1H-imidazo[4,5-c]quinolin-4-amine), C1(=CC=CC=C1)CCC=C (4-phenyl butene). The reactants are C(C1=CC=CC=C1)OC1=CC=C(C=2OCCOC21)CO (5-benzyloxy-8-hydroxymethyl-1,4-benzodioxane), S(=O)(Cl)Cl (thionyl chloride). Run in C(Cl)(Cl)Cl (chloroform). Conditions: time 15 minute. The product is C(C1=CC=CC=C1)OC1=CC=C(C=2OCCOC21)CCl (5-benzyloxy-8-chloromethyl-1,4-benzodioxane). Isolated yield 96.7%. As a reaction SMILES: [CH2:1]([O:8][C:9]1[C:18]2[O:17][CH2:16][CH2:15][O:14][C:13]=2[C:12]([CH2:19]O)=[CH:11][CH:10]=1)[C:2]1[CH:7]=[CH:6][CH:5]=[CH:4][CH:3]=1.S(Cl)([Cl:23])=O>C(Cl)(Cl)Cl>[CH2:1]([O:8][C:9]1[C:18]2[O:17][CH2:16][CH2:15][O:14][C:13]=2[C:12]([CH2:19][Cl:23])=[CH:11][CH:10]=1)[C:2]1[CH:7]=[CH:6][CH:5]=[CH:4][CH:3]=1. Procedure: To a solution, cooled to -10° C., of 10 g (0.037 mole) of 5-benzyloxy-8-hydroxymethyl-1,4-benzodioxane (XIp), code number 760 701, in 100 ml of chloroform were slowly added 4.6 g (0.039 mole) of thionyl chloride. They were left in contact for 15 minutes, then the solvents were evaporated, the residue was taken up in chloroform, washed with a solution of sodium bicarbonate, dried and the solvent was evaporated. 10.4 g of unstable product were obtained which, after checking by chromatography on a ... The product is COC(Cc1ccc(O)cc1)C(=O)O. Starting materials: COC(Cc1ccc(O[Si](C)(C)C(C)(C)C)cc1)C(=O)O, CCCC[N+](CCCC)(CCCC)CCCC, ClCCl, [F-]. RXN SMILES: [C:1]([Si:2]([CH3:3])([CH3:4])[O:6][c:7]1[cH:8][cH:9][c:10]([CH2:13][CH:14]([C:15](=[O:16])[OH:17])[O:18][CH3:19])[cH:11][cH:12]1)([CH3:5])([CH3:20])[CH3:21].[CH3:23][CH2:24][CH2:25][CH2:26][N+:27]([CH2:28][CH2:29][CH2:30][CH3:31])([CH2:32][CH2:33][CH2:34][CH3:35])[CH2:36][CH2:37][CH2:38][CH3:39].[Cl:40][CH2:41][Cl:42].[F-:22]>>[OH:6][c:7]1[cH:8][cH:9][c:10]([CH2:13][CH:14]([C:15](=[O:16])[OH:17])[O:18][CH3:19])[cH:11][cH:12]1. The reactants are Cl (HCl), COC(CC(=O)OC)=O (malonic acid dimethyl ester), [Na] (sodium), ClC1=C(C#N)C=CC(=N1)Cl (2,6-dichloro-nicotinonitrile). The solvent is O (water), O1CCOCC1 (dioxane). Run at temperature 80 celsius, time 1 hour. The product is ClC1=CC=C(C(=N1)CC(=O)O)C#N ((6-chloro-3-cyano-pyridin-2-yl)-acetic Acid). Reaction SMILES: C[O:2][C:3](=[O:9])[CH2:4][C:5](OC)=O.[Na].ClC1[N:19]=[C:18]([Cl:20])[CH:17]=[CH:16][C:13]=1[C:14]#[N:15].Cl>O.O1CCOCC1>[Cl:20][C:18]1[N:19]=[C:5]([CH2:4][C:3]([OH:2])=[O:9])[C:13]([C:14]#[N:15])=[CH:16][CH:17]=1 |^1:9|. Procedure details: A mixture of malonic acid dimethyl ester, sodium salt (8.067 g, 52.4 mmol), as prepared in the previous step, 2,6-dichloro-nicotinonitrile (4.53 g, 26.2 mmol), as prepared in Example 6b, and dioxane (40 mL) was stirred at 80° C. for 1 h. The resulting easily stirred reddish-brown opaque thin slurry was allowed to cool to rt, 6 M HCl (aq) (80 mL) was added, and the mixture was vigorously stirred at 65-70° C. for 5 h open to air. The resulting clear dark amber solution containing a small amount of... Reactants: COCC1N(CCCC1)C1=NC(=NC=N1)NC=1C=C(C=CC1)CS(=O)(=O)N (rac-3-[(4-(2-Methoxymethylpiperidin-1-yl)-1,3,5-triazin-2-yl)amino]-benzenemethanesulfonamide), ClC1=NC(=NC=N1)NC=1C=C(C=CC1)CS(=O)(=O)N (3-[(4-Chloro-1,3,5-triazin-2-yl)amino]benzenemethanesulfonamide), N1C(CCCC1)CNC(OC(C)(C)C)=O (rac-tert-butyl (piperidin-2-yl)methylcarbamate). The product is C(C)(C)(C)OC(NCC1N(CCCC1)C1=NC=NC(=N1)NC1=CC(=CC=C1)CS(N)(=O)=O)=O (rac-tert-Butyl[(1-(4-((3-(Sulfamoylmethyl)phenyl)amino)-1,3,5-triazin-2-yl)piperidine-2-yl)methyl]carbamate). RXN SMILES: COC[CH:4]1[CH2:9][CH2:8][CH2:7][CH2:6][N:5]1[C:10]1[N:15]=[CH:14][N:13]=[C:12]([NH:16][C:17]2[CH:18]=[C:19]([CH2:23][S:24]([NH2:27])(=[O:26])=[O:25])[CH:20]=[CH:21][CH:22]=2)[N:11]=1.ClC1N=CN=C(NC2C=C(CS(N)(=O)=O)C=CC=2)N=1.N1CCCCC1[CH2:53][NH:54][C:55](=[O:61])[O:56][C:57]([CH3:60])([CH3:59])[CH3:58]>>[C:57]([O:56][C:55](=[O:61])[NH:54][CH2:53][CH:4]1[CH2:9][CH2:8][CH2:7][CH2:6][N:5]1[C:10]1[N:11]=[C:12]([NH:16][C:17]2[CH:22]=[CH:21][CH:20]=[C:19]([CH2:23][S:24](=[O:26])(=[O:25])[NH2:27])[CH:18]=2)[N:13]=[CH:14][N:15]=1)([CH3:60])([CH3:59])[CH3:58]. Reported procedure: B7 was prepared following the procedure reported for B4 using A1 and rac-tert-butyl (piperidin-2-yl)methylcarbamate and obtained as a white crystalline solid; yield: 280 mg (65%). MS (ES) C21H31N7O4S requires: 477. found: 478 (M+H)+.